describe an organic reaction: reactants, conditions, products, and yield From a dataset of the Open Reaction Database (ORD), a public repository of structured organic reaction records. Starting materials: CN(C)C#CC (dimethylamino-1-propyne), N (ammonia), ferric nitrate, ClC=1C=CC2=C(C(CC3=C(S2)C=CC=C3)=O)C1 (8-chloro-10,11-dihydro-5H-dibenzo[b,f]thiepin-10-one), [Li] (lithium), [Cl-].[NH4+] (ammonium chloride). Run in O (water), O1CCCC1 (tetrahydrofuran). Reaction conditions: time 30 minute. Product: CN(CC#CC1(CC2=C(SC3=C1C=C(C=C3)Cl)C=CC=C2)O)C (10-[3-(dimethylamino)-1-propynyl]-8-chloro-10,11-dihydro-dibenzo[b,f]thiepin-10-ol). Reaction SMILES: N.[Li].[CH3:3][N:4]([C:6]#[C:7][CH3:8])[CH3:5].[Cl:9][C:10]1[CH:11]=[CH:12][C:13]2[S:19][C:18]3[CH:20]=[CH:21][CH:22]=[CH:23][C:17]=3[CH2:16][C:15](=[O:24])[C:14]=2[CH:25]=1.[Cl-].[NH4+]>O.O1CCCC1>[CH3:3][N:4]([CH3:5])[CH2:6][C:7]#[C:8][C:15]1([OH:24])[C:14]2[CH:25]=[C:10]([Cl:9])[CH:11]=[CH:12][C:13]=2[S:19][C:18]2[CH:20]=[CH:21][CH:22]=[CH:23][C:17]=2[CH2:16]1 |f:4.5,^1:1|. Procedure: 2100 Ml. of liquid ammonia is reacted with some crystalline ferric nitrate and subsequently with 10.4 g. of lithium metal over a 2-hour period. After stirring for 30 minutes, there are added 369 ml. of dimethylamino-1-propyne over a 40-minute period, and the reaction mixture is stirred for an additional 45 minutes. Over a 105-minute period, there is added dropwise a solution of 300 g. of 8-chloro-10,11-dihydro-5H-dibenzo[b,f]thiepin-10-one in 1500 ml. of tetrahydrofuran. The reaction mixture is ...